Dataset: the Open Reaction Database (ORD), a public repository of structured organic reaction records. Task: describe an organic reaction: reactants, conditions, products, and yield Starting materials: COC(=O)C(=O)c1ccc(N(C=O)CCOc2ccc3ccccc3c2)cc1, CO, [Na+], C1CCOC1, [OH-]. Product: O=CN(CCOc1ccc2ccccc2c1)c1ccc(C(=O)C(=O)O)cc1. As a reaction SMILES: [CH3:1][O:2][C:3]([C:4]([c:5]1[cH:6][cH:7][c:8]([N:11]([CH:12]=[O:13])[CH2:14][CH2:15][O:16][c:17]2[cH:18][c:19]3[cH:20][cH:21][cH:22][cH:23][c:24]3[cH:25][cH:26]2)[cH:9][cH:10]1)=[O:27])=[O:28].[CH3:31][OH:32].[Na+:30].[O:33]1[CH2:34][CH2:35][CH2:36][CH2:37]1.[OH-:29]>>[O:2]=[C:3]([C:4]([c:5]1[cH:6][cH:7][c:8]([N:11]([CH:12]=[O:13])[CH2:14][CH2:15][O:16][c:17]2[cH:18][c:19]3[cH:20][cH:21][cH:22][cH:23][c:24]3[cH:25][cH:26]2)[cH:9][cH:10]1)=[O:27])[OH:28]. Reactants: [Al+3], Cc1cccc(C)c1C, [Cl-], [Cl-], [Cl-], ClPCl. The product is Cc1cc(PCl)cc(C)c1C. RXN SMILES: [Al+3:5].[CH3:8][c:9]1[cH:10][cH:11][cH:12][c:13]([CH3:14])[c:15]1[CH3:16].[Cl-:4].[Cl-:6].[Cl-:7].[PH:1]([Cl:2])[Cl:3]>>[PH:1]([Cl:3])[c:11]1[cH:10][c:9]([CH3:8])[c:15]([CH3:16])[c:13]([CH3:14])[cH:12]1. Starting materials: N1=NC=CC=2C(=CC=CC12)N (cinnolin-5-amine), FC(C1=CC=C(CN=C=O)C=C1)(F)F ([4-(trifluoromethyl)benzyl]isocyanate). The product is N1=NC=CC2=C(C=CC=C12)NC(=O)NCC1=CC=C(C=C1)C(F)(F)F (N-Cinnolin-5-yl-N′-[4-(trifluoromethyl)benzyl]urea). RXN SMILES: [N:1]1[C:10]2[CH:9]=[CH:8][CH:7]=[C:6]([NH2:11])[C:5]=2[CH:4]=[CH:3][N:2]=1.[F:12][C:13]([F:25])([F:24])[C:14]1[CH:23]=[CH:22][C:17]([CH2:18][N:19]=[C:20]=[O:21])=[CH:16][CH:15]=1>>[N:1]1[C:10]2[C:5](=[C:6]([NH:11][C:20]([NH:19][CH2:18][C:17]3[CH:16]=[CH:15][C:14]([C:13]([F:12])([F:25])[F:24])=[CH:23][CH:22]=3)=[O:21])[CH:7]=[CH:8][CH:9]=2)[CH:4]=[CH:3][N:2]=1. Procedure: Prepared from cinnolin-5-amine (Sci Pharm. 1982, 50, 246) and [4-(trifluoromethyl)benzyl]isocyanate (Description 58) according to the procedure of Description 61. m/z (ES+) 347 (M+H)+. Starting materials: COC(C(C=1C=C2CC(CC2=CC1)(C)CC)(C)O)=O (2-ethyl-α-hydroxy-2,α-dimethyl-5-indanacetic acid methyl ester), [H][H] (hydrogen). Reagents/catalysts: [Pt](=O)=O (platinum(IV) oxide). The solvent is S(O)(O)(=O)=O (sulphuric acid), CO (methanol). Product: COC(C(C=1C=C2CC(CC2=CC1)(C)CC)C)=O (2-ethyl-2,α-dimethyl-5-indanacetic acid methyl ester). Reaction SMILES: [CH3:1][O:2][C:3](=[O:19])[C:4](O)([CH3:17])[C:5]1[CH:6]=[C:7]2[C:11](=[CH:12][CH:13]=1)[CH2:10][C:9]([CH2:15][CH3:16])([CH3:14])[CH2:8]2.[H][H]>CO.S(=O)(=O)(O)O.[Pt](=O)=O>[CH3:1][O:2][C:3](=[O:19])[CH:4]([CH3:17])[C:5]1[CH:6]=[C:7]2[C:11](=[CH:12][CH:13]=1)[CH2:10][C:9]([CH2:15][CH3:16])([CH3:14])[CH2:8]2. Procedure: A solution of 8 g of 2-ethyl-α-hydroxy-2,α-dimethyl-5-indanacetic acid methyl ester in 100 cc of methanol and 8 cc of concentrated sulphuric acid is hydrogenated at 40° to 45° and a hydrogen pressure of 4 atmospheres with the addition of 0.8 g of platinum(IV) oxide. After the take up of the theoretic amount of hydrogen, the solution is filtered, diluted with a 5% sodium bicarbonate solution and extracted with ether. The extract is washed with water, dried over sodium sulphate and concentrated by... Starting materials: Oc1cccc(Br)c1, CC(C)(C)[Si](C)(C)Cl, ClCCl, c1c[nH]cn1. The product is CC(C)(C)[Si](C)(C)Oc1cccc(Br)c1. Reaction SMILES: [Br:1][c:2]1[cH:3][c:4]([OH:8])[cH:5][cH:6][cH:7]1.[C:14]([CH3:15])([CH3:16])([CH3:17])[Si:18]([CH3:19])([CH3:20])[Cl:21].[Cl:22][CH2:23][Cl:24].[nH:9]1[cH:10][cH:11][n:12][cH:13]1>>[Br:1][c:2]1[cH:3][c:4]([O:8][Si:18]([C:14]([CH3:15])([CH3:16])[CH3:17])([CH3:19])[CH3:20])[cH:5][cH:6][cH:7]1.